From a dataset of the Open Reaction Database (ORD), a public repository of structured organic reaction records. describe an organic reaction: reactants, conditions, products, and yield Reaction SMILES: [C:21]([n:22]1[cH:23][cH:24][n:25][cH:26]1)([n:27]1[cH:28][cH:29][n:30][cH:31]1)=[O:32].[Cl:1][c:2]1[cH:3][cH:4][c:5](-[c:8]2[n:9][c:10]3[c:11]([n:12][cH:13][cH:14][cH:15]3)[n:16]2[CH2:17][C:18](=[O:19])[OH:20])[cH:6][cH:7]1.[NH2:33][CH2:34][c:35]1[cH:36][cH:37][cH:38][cH:39][cH:40]1.[O:41]1[CH2:42][CH2:43][CH2:44][CH2:45]1>>[Cl:1][c:2]1[cH:3][cH:4][c:5](-[c:8]2[n:9][c:10]3[c:11]([n:12][cH:13][cH:14][cH:15]3)[n:16]2[CH2:17][C:18](=[O:20])[NH:33][CH2:34][c:35]2[cH:36][cH:37][cH:38][cH:39][cH:40]2)[cH:6][cH:7]1. The product is O=C(Cn1c(-c2ccc(Cl)cc2)nc2cccnc21)NCc1ccccc1. Starting materials: O=C(n1ccnc1)n1ccnc1, O=C(O)Cn1c(-c2ccc(Cl)cc2)nc2cccnc21, NCc1ccccc1, C1CCOC1. Reactants: CC1=C(O)C=C(C(=C1C)O)C (2,3,5-trimethylhydroquinone), CC(C)CCCC(C)CCCC(C)CCCC(C)(C=C)O (isophytol), C(OCC)(OCC)=O (diethyl carbonate), Br (hydrobromic acid). Reagents/catalysts: [Br-].[Zn+2].[Br-] (zinc bromide). Run at temperature 50 celsius, time 1 hour. Yields the product CC1=C(C(=C2CCC(OC2=C1C)(C)CCCC(C)CCCC(C)CCCC(C)C)C)O (dl-α-tocopherol). Isolated yield 101.2%. RXN SMILES: [CH3:1][C:2]1[C:8]([CH3:9])=[C:7]([OH:10])[C:6]([CH3:11])=[CH:5][C:3]=1O.C(=O)(OCC)OCC.Br.[CH3:21][CH:22]([CH2:24][CH2:25][CH2:26][CH:27]([CH2:29][CH2:30][CH2:31][CH:32]([CH2:34][CH2:35][CH2:36][C:37]([OH:41])([CH:39]=[CH2:40])[CH3:38])[CH3:33])[CH3:28])[CH3:23]>[Br-].[Zn+2].[Br-]>[CH3:9][C:8]1[C:2]([CH3:1])=[C:3]2[C:5]([CH2:40][CH2:39][C:37]([CH2:36][CH2:35][CH2:34][CH:32]([CH2:31][CH2:30][CH2:29][CH:27]([CH2:26][CH2:25][CH2:24][CH:22]([CH3:21])[CH3:23])[CH3:28])[CH3:33])([CH3:38])[O:41]2)=[C:6]([CH3:11])[C:7]=1[OH:10] |f:4.5.6|. Reported procedure: To a mixture consisting of 23.3 g (0.153 mol) of 2,3,5-trimethylhydroquinone, 23.2 g (0.153 mol) of zinc bromide, 52.9 ml of diethyl carbonate and 4.3 g of 47% hydrobromic acid, was added dropwise, under stirring at 50±5° C. over one hour, 46.2 g (0.153 ml) of isophytol (purity: 98.1%). Further, the resulting mixture was stirred for one hour at the same temperature. The reaction liquid was washed several times with 50 ml of water, followed by concentrating under a reduced pressure, whereby 66.7 ... Reactants: BrC1=CC=C(C=C1)C1=C(C(=NO1)C)CSCCC1=CC=CC=C1 (5-(4-bromo-phenyl)-3-methyl-4-phenethylsulfanylmethyl-isoxazole), C(C)OC(CC1=CC=C(C=C1)B1OC(C(O1)(C)C)(C)C)=O ([4-(4,4,5,5-tetramethyl-[1,3,2]dioxaborolan-2-yl)-phenyl]-acetic acid ethyl ester). The reagents and catalysts are Cl[Pd]Cl.C1(=CC=CC=C1)P([C-]1C=CC=C1)C1=CC=CC=C1.[C-]1(C=CC=C1)P(C1=CC=CC=C1)C1=CC=CC=C1.[Fe+2] ((1,1′-bis(diphenylphosphino)ferrocene)-dichloropalladium(II)). Product: C(C)OC(CC1=CC=C(C=C1)C1=CC=C(C=C1)C1=C(C(=NO1)C)CSCCC1=CC=CC=C1)=O ([4′-(3-Methyl-4-phenethylsulfanylmethyl-isoxazol-5-yl)-biphenyl-4-yl]-acetic acid ethyl ester). Reaction SMILES: Br[C:2]1[CH:7]=[CH:6][C:5]([C:8]2[O:12][N:11]=[C:10]([CH3:13])[C:9]=2[CH2:14][S:15][CH2:16][CH2:17][C:18]2[CH:23]=[CH:22][CH:21]=[CH:20][CH:19]=2)=[CH:4][CH:3]=1.[CH2:24]([O:26][C:27](=[O:44])[CH2:28][C:29]1[CH:34]=[CH:33][C:32](B2OC(C)(C)C(C)(C)O2)=[CH:31][CH:30]=1)[CH3:25]>Cl[Pd]Cl.C1(P(C2C=CC=CC=2)[C-]2C=CC=C2)C=CC=CC=1.[C-]1(P(C2C=CC=CC=2)C2C=CC=CC=2)C=CC=C1.[Fe+2]>[CH2:24]([O:26][C:27](=[O:44])[CH2:28][C:29]1[CH:34]=[CH:33][C:32]([C:2]2[CH:7]=[CH:6][C:5]([C:8]3[O:12][N:11]=[C:10]([CH3:13])[C:9]=3[CH2:14][S:15][CH2:16][CH2:17][C:18]3[CH:23]=[CH:22][CH:21]=[CH:20][CH:19]=3)=[CH:4][CH:3]=2)=[CH:31][CH:30]=1)[CH3:25] |f:2.3.4.5|. Reported procedure: Prepared according to the procedure described in Example 3, Step 5, using (1,1′-bis(diphenylphosphino)ferrocene)-dichloropalladium(II) as the catalyst and the following starting materials: 5-(4-bromo-phenyl)-3-methyl-4-phenethylsulfanylmethyl-isoxazole and [4-(4,4,5,5-tetramethyl-[1,3,2]dioxaborolan-2-yl)-phenyl]-acetic acid ethyl ester. The reactants are CC(C)C[Al+]CC(C)C, CCOC(=O)c1conc1-c1ccc(F)c(Cl)c1, Cl, [H-], C1CCOC1. Product: OCc1conc1-c1ccc(F)c(Cl)c1. As a reaction SMILES: [CH2:20]([Al+:21][CH2:22][CH:23]([CH3:24])[CH3:25])[CH:26]([CH3:27])[CH3:28].[Cl:1][c:2]1[cH:3][c:4](-[c:9]2[n:10][o:11][cH:12][c:13]2[C:14](=[O:15])[O:16][CH2:17][CH3:18])[cH:5][cH:6][c:7]1[F:8].[ClH:29].[H-:19].[O:30]1[CH2:31][CH2:32][CH2:33][CH2:34]1>>[Cl:1][c:2]1[cH:3][c:4](-[c:9]2[n:10][o:11][cH:12][c:13]2[CH2:14][OH:15])[cH:5][cH:6][c:7]1[F:8]. Reactants: CC=1N=CNC1CSCCN (4-methyl-5-((2-aminoethyl)thiomethyl)imidazole), ClC1=CC=C(C=C1)S(=O)(=O)NC(SC)=NC (N-(4-chlorobenzenesulphonyl)-N',S-dimethylisothiourea). The solvent is C(C)#N (acetonitrile). Product: ClC1=CC=C(C=C1)S(=O)(=O)NC(=NCCSCC1=C(N=CN1)C)NC (N-(4-chlorobenzenesulphonyl)-N'-methyl-N"-[2-((4-methyl-5-imidazolyl)-methylthio)ethyl]guanidine). Yield: 59.1%. Reaction SMILES: [CH3:1][C:2]1[N:3]=[CH:4][NH:5][C:6]=1[CH2:7][S:8][CH2:9][CH2:10][NH2:11].[Cl:12][C:13]1[CH:18]=[CH:17][C:16]([S:19]([NH:22][C:23](=[N:26][CH3:27])SC)(=[O:21])=[O:20])=[CH:15][CH:14]=1>C(#N)C>[Cl:12][C:13]1[CH:14]=[CH:15][C:16]([S:19]([NH:22][C:23]([NH:26][CH3:27])=[N:11][CH2:10][CH2:9][S:8][CH2:7][C:6]2[NH:5][CH:4]=[N:3][C:2]=2[CH3:1])(=[O:20])=[O:21])=[CH:17][CH:18]=1. Procedure details: A solution of 4-methyl-5-((2-aminoethyl)thiomethyl)imidazole (3.33 g.) and N-(4-chlorobenzenesulphonyl)-N',S-dimethylisothiourea (5.40 g.) in acetonitrile was heated under reflux for 24 hours. Concentration, followed by recrystallisation from aqueous ethanol afforded N-(4-chlorobenzenesulphonyl)-N'-methyl-N"-[2-((4-methyl-5-imidazolyl)-methylthio)ethyl]guanidine (4.6 g.), m.p. 153°-154°. The reactants are NC1=C(C=C(C=C1)Br)C(=O)C1=CC=CC=C1 ((2-amino-5-bromo-phenyl)-phenyl-methanone), ( M ), C1(CC1)C(CC(C)=O)=O (1-cyclopropyl-1,3-butanedione), C(C)(C)O (isopropanol). Run in CCCCCCC.C(C)(=O)OCC (heptane ethyl acetate). Run at time 16 hour. The product is BrC=1C=C2C(=C(C(=NC2=CC1)C)C(=O)C1CC1)C1=CC=CC=C1 ((6-Bromo-2-methyl-4-phenyl-quinolin-3-yl)-cyclopropyl-methanone). The yield is 75.0%. RXN SMILES: [NH2:1][C:2]1[CH:7]=[CH:6][C:5]([Br:8])=[CH:4][C:3]=1[C:9]([C:11]1[CH:16]=[CH:15][CH:14]=[CH:13][CH:12]=1)=O.[CH:17]1([C:20](=[O:25])[CH2:21][C:22](=O)[CH3:23])[CH2:19][CH2:18]1.C(O)(C)C>CCCCCCC.C(OCC)(=O)C>[Br:8][C:5]1[CH:4]=[C:3]2[C:2](=[CH:7][CH:6]=1)[N:1]=[C:22]([CH3:23])[C:21]([C:20]([CH:17]1[CH2:19][CH2:18]1)=[O:25])=[C:9]2[C:11]1[CH:16]=[CH:15][CH:14]=[CH:13][CH:12]=1 |f:3.4|. Reported procedure: The title compound was prepared from (2-amino-5-bromo-phenyl)-phenyl-methanone [example A16] and 1-cyclopropyl-1,3-butanedione according to the procedure of example 1, except that the solvent was isopropanol, the reaction time was of 16 h and heptane/ethyl acetate (1:2) was used. Yield: 75%; MS: m/z=366 (M). Reactants: CN1C(N(C(C1=O)C)C1=NC(=C(C(=O)OC)C=C1)C)=O (methyl 6-(3,5-dimethyl-2,4-dioxoimidazolidin-1-yl)-2-methylnicotinate), CC=1C(=NC=C(C1)C)N1CCNCC1 (1-(3,5-dimethylpyridin-2-yl)piperazine). Product: CC=1C(=NC=C(C1)C)N1CCN(CC1)C(=O)C=1C=CC(=NC1C)N1C(N(C(C1C)=O)C)=O (1-{5-[4-(3,5-dimethylpyridin-2-yl)piperazine-1-carbonyl]-6-methylpyridin-2-yl}-3,5-dimethylimidazolidine-2,4-dione). The yield is 80.9%. Reaction SMILES: [CH3:1][N:2]1[C:6](=[O:7])[CH:5]([CH3:8])[N:4]([C:9]2[CH:18]=[CH:17][C:12]([C:13]([O:15]C)=O)=[C:11]([CH3:19])[N:10]=2)[C:3]1=[O:20].[CH3:21][C:22]1[C:23]([N:29]2[CH2:34][CH2:33][NH:32][CH2:31][CH2:30]2)=[N:24][CH:25]=[C:26]([CH3:28])[CH:27]=1>>[CH3:21][C:22]1[C:23]([N:29]2[CH2:30][CH2:31][N:32]([C:13]([C:12]3[CH:17]=[CH:18][C:9]([N:4]4[CH:5]([CH3:8])[C:6](=[O:7])[N:2]([CH3:1])[C:3]4=[O:20])=[N:10][C:11]=3[CH3:19])=[O:15])[CH2:33][CH2:34]2)=[N:24][CH:25]=[C:26]([CH3:28])[CH:27]=1. Reported procedure: Using methyl 6-(3,5-dimethyl-2,4-dioxoimidazolidin-1-yl)-2-methylnicotinate (19 mg) described in Preparation Example 255 and 1-(3,5-dimethylpyridin-2-yl)piperazine (13 mg) described in Preparation Example 79 and by the reaction and treatment in the same manner as in Example 109, the title compound (24 mg) was obtained. Reactants: BrC1=CC(N(C=C1)C(C(=O)OC(C)(C)C)C)=O (tert-butyl 2-(4-bromo-2-oxopyridin-1(2H)-yl)propanoate), ClC=1C=CC(=C(C1)B(O)O)C#N (5-chloro-2-cyanophenylboronic acid). Reagents/catalysts: C=1C=CC(=CC1)[P](C=2C=CC=CC2)(C=3C=CC=CC3)[Pd]([P](C=4C=CC=CC4)(C=5C=CC=CC5)C=6C=CC=CC6)([P](C=7C=CC=CC7)(C=8C=CC=CC8)C=9C=CC=CC9)[P](C=1C=CC=CC1)(C=1C=CC=CC1)C=1C=CC=CC1 (tetrakis(triphenylphosphine)palladium(0)). Yields the product ClC=1C=CC(=C(C1)C1=CC(N(C=C1)C(C(=O)OC(C)(C)C)C)=O)C#N (tert-Butyl 2-[4-(5-chloro-2-cyanophenyl)-2-oxopyridin-1(2H)-yl]propanoate). As a reaction SMILES: Br[C:2]1[CH:7]=[CH:6][N:5]([CH:8]([CH3:16])[C:9]([O:11][C:12]([CH3:15])([CH3:14])[CH3:13])=[O:10])[C:4](=[O:17])[CH:3]=1.[Cl:18][C:19]1[CH:20]=[CH:21][C:22]([C:28]#[N:29])=[C:23](B(O)O)[CH:24]=1>C1C=CC([P]([Pd]([P](C2C=CC=CC=2)(C2C=CC=CC=2)C2C=CC=CC=2)([P](C2C=CC=CC=2)(C2C=CC=CC=2)C2C=CC=CC=2)[P](C2C=CC=CC=2)(C2C=CC=CC=2)C2C=CC=CC=2)(C2C=CC=CC=2)C2C=CC=CC=2)=CC=1>[Cl:18][C:19]1[CH:24]=[CH:23][C:22]([C:28]#[N:29])=[C:21]([C:2]2[CH:7]=[CH:6][N:5]([CH:8]([CH3:16])[C:9]([O:11][C:12]([CH3:15])([CH3:14])[CH3:13])=[O:10])[C:4](=[O:17])[CH:3]=2)[CH:20]=1 |^1:33,35,54,73|. Reported procedure: 2.4 g (purity 74%, 5.9 mmol) of tert-butyl 2-(4-bromo-2-oxopyridin-1(2H)-yl)propanoate (racemate) and 1.2 g (6.8 mmol) of 5-chloro-2-cyanophenylboronic acid in the presence of tetrakis(triphenylphosphine)palladium(0) were reacted according to General Method 2A. Yield: 1.86 g (purity 87%, 77% of theory) Reactants: CO, CN, COC(=O)CCC1CC=CCC1. The product is CNC(=O)CCC1CC=CCC1. RXN SMILES: [CH3:15][OH:16].[CH3:1][NH2:2].[CH3:3][O:4][C:5]([CH2:6][CH2:7][CH:8]1[CH2:9][CH:10]=[CH:11][CH2:12][CH2:13]1)=[O:14]>>[CH3:1][NH:2][C:5](=[O:4])[CH2:6][CH2:7][CH:8]1[CH2:9][CH:10]=[CH:11][CH2:12][CH2:13]1.